From a dataset of the Open Reaction Database (ORD), a public repository of structured organic reaction records. describe an organic reaction: reactants, conditions, products, and yield The reactants are ClC1=C(C=C(C=C1)F)C1CC(C=2C(=CC=NC2C1)C)=O (7-(2-chloro-5-fluorophenyl)-4-methyl-5,6,7,8-tetrahydroquinolin-5-one), O (water), C(=N)(N)NN.Cl (aminoguanidine hydrochloride), Cl (hydrochloric acid). Run in C(C)O (ethanol). Product: Cl.ClC1=C(C=C(C=C1)F)C1CC(C=2C(=CC=NC2C1)C)=NNC(=N)N (7-(2-chloro-5-fluorophenyl)-5-guanidinoimino-4-methyl-5,6,7,8-tetrahydroquinoline hydrochloride). RXN SMILES: [Cl:1][C:2]1[CH:7]=[CH:6][C:5]([F:8])=[CH:4][C:3]=1[CH:9]1[CH2:18][C:17]2[N:16]=[CH:15][CH:14]=[C:13]([CH3:19])[C:12]=2[C:11](=O)[CH2:10]1.[C:21]([NH:24][NH2:25])([NH2:23])=[NH:22].Cl.Cl.O>C(O)C>[ClH:1].[Cl:1][C:2]1[CH:7]=[CH:6][C:5]([F:8])=[CH:4][C:3]=1[CH:9]1[CH2:18][C:17]2[N:16]=[CH:15][CH:14]=[C:13]([CH3:19])[C:12]=2[C:11](=[N:25][NH:24][C:21]([NH2:23])=[NH:22])[CH2:10]1 |f:1.2,6.7|. Procedure: A solution of 7-(2-chloro-5-fluorophenyl)-4-methyl-5,6,7,8-tetrahydroquinolin-5-one in ethanol (10 ml) was combined with aminoguanidine hydrochloride (0.041 g), concentrated hydrochloric acid (0.078 ml) and water (0.078 ml), and the mixture was heated under reflux for 4 hours. The solvent was distilled off under reduced pressure, and the residue was combined with water and the aqueous layer was washed with ethyl acetate. The aqueous layer was made alkaline with aqueous sodium hydrogen carbonate ... Reactants: Cl, O=N[O-], Cn1nccc1N, [Na+], O. The product is Cn1ncc(N=O)c1N. RXN SMILES: [ClH:8].[N:9](=[O:10])[O-:11].[NH2:1][c:2]1[cH:3][cH:4][n:5][n:6]1[CH3:7].[Na+:12].[OH2:13]>>[NH2:1][c:2]1[c:3]([N:9]=[O:10])[cH:4][n:5][n:6]1[CH3:7]. Reactants: CC(=CC=O)c1ccccc1, Cl, COP([O-])OC. Reaction SMILES: [CH3:7][C:8](=[CH:9][CH:10]=[O:11])[c:12]1[cH:13][cH:14][cH:15][cH:16][cH:17]1.[ClH:18].[P:1]([O:2][CH3:3])([O:4][CH3:5])[O-:6]>>[P:1]([O:2][CH3:3])([O:4][CH3:5])(=[O:6])[CH:10]([CH:9]=[C:8]([CH3:7])[c:12]1[cH:13][cH:14][cH:15][cH:16][cH:17]1)[OH:11]. Yields the product COP(=O)(OC)C(O)C=C(C)c1ccccc1. The reactants are N1=CC=C(C=C1)C1=C(C=CC=C1)CO ((2-pyridin-4-ylphenyl)methanol), S(=O)(Cl)Cl (thionyl chloride), [N-]=[N+]=[N-].[Na+] (sodium azide). As a reaction SMILES: [N:1]1[CH:6]=[CH:5][C:4]([C:7]2[CH:12]=[CH:11][CH:10]=[CH:9][C:8]=2[CH2:13]O)=[CH:3][CH:2]=1.S(Cl)(Cl)=O.[N-:19]=[N+:20]=[N-:21].[Na+]>>[N:19]([CH2:13][C:8]1[CH:9]=[CH:10][CH:11]=[CH:12][C:7]=1[C:4]1[CH:5]=[CH:6][N:1]=[CH:2][CH:3]=1)=[N+:20]=[N-:21] |f:2.3|. Procedure details: The product of Example 120A, thionyl chloride and sodium azide were processed according to the method of Example 115A to provide the product. MS (ESI+) m/z 211 (M+H)+. Product: N(=[N+]=[N-])CC1=C(C=CC=C1)C1=CC=NC=C1 (4-[2-(azidomethyl)phenyl]pyridine).